This data is from the Open Reaction Database (ORD), a public repository of structured organic reaction records. The task is: describe an organic reaction: reactants, conditions, products, and yield The reactants are FC1=C(C=CC=C1)C1=NC=2N(C=C1)N=CC2C=C2C(NC(S2)=O)=O (5-((5-(2-fluorophenyl)pyrazolo[1,5-a]pyrimidin-3-yl)methylene)thiazolidine-2,4-dione), N1C(=O)NC(=O)C1 (hydantoin). Yields the product FC1=C(C=CC=C1)C1=NC=2N(C=C1)N=CC2C=C2C(NC(N2)=O)=O (5-((5-(2-fluorophenyl)pyrazolo[1,5-a]pyrimidin-3-yl)methylene)imidazolidine-2,4-dione). As a reaction SMILES: [F:1][C:2]1[CH:7]=[CH:6][CH:5]=[CH:4][C:3]=1[C:8]1[CH:13]=[CH:12][N:11]2[N:14]=[CH:15][C:16]([CH:17]=[C:18]3S[C:21](=[O:23])[NH:20][C:19]3=[O:24])=[C:10]2[N:9]=1.[NH:25]1CC(=O)NC1=O>>[F:1][C:2]1[CH:7]=[CH:6][CH:5]=[CH:4][C:3]=1[C:8]1[CH:13]=[CH:12][N:11]2[N:14]=[CH:15][C:16]([CH:17]=[C:18]3[NH:25][C:21](=[O:23])[NH:20][C:19]3=[O:24])=[C:10]2[N:9]=1. Reported procedure: 5-((5-(2-fluorophenyl)pyrazolo[1,5-a]pyrimidin-3-yl)methylene)imidazolidine-2,4-dione was prepared using the same procedure as for the synthesis of 5-((5-(2-fluorophenyl)pyrazolo[1,5-a]pyrimidin-3-yl)methylene)thiazolidine-2,4-dione using hydantoin instead of thiazolidine-2,4-dione. Reactants: FC1=C(C(=O)OCC=C)C=CC(=C1)O (allyl 2-fluoro-4-hydroxybenzoate), C12(CC3CC(CC(C1)C3)C2)O (1-adamantanol), S(O)(O)(=O)=O (sulfuric acid), S(O)(O)(=O)=O (sulfuric acid), C(C)(=O)OC(C)=O (acetic anhydride). Solvent: CCCCCCC (n-heptane), ClCCl (dichloromethane). Reaction conditions: time 3 hour. Product: C12(CC3CC(CC(C1)C3)C2)C=2C(=C(C(=O)OCC=C)C=CC2O)F (allyl 3-(1-adamantyl)-2-fluoro-4hydroxybenzoate). The yield is 58.5%. RXN SMILES: [C:1]12(O)[CH2:10][CH:5]3[CH2:6][CH:7]([CH2:9][CH:3]([CH2:4]3)[CH2:2]1)[CH2:8]2.S(=O)(=O)(O)O.C(OC(=O)C)(=O)C.[F:24][C:25]1[CH:36]=[C:35]([OH:37])[CH:34]=[CH:33][C:26]=1[C:27]([O:29][CH2:30][CH:31]=[CH2:32])=[O:28]>ClCCl.CCCCCCC>[C:1]12([C:36]3[C:25]([F:24])=[C:26]([CH:33]=[CH:34][C:35]=3[OH:37])[C:27]([O:29][CH2:30][CH:31]=[CH2:32])=[O:28])[CH2:10][CH:5]3[CH2:6][CH:7]([CH2:9][CH:3]([CH2:4]3)[CH2:2]1)[CH2:8]2. Reported procedure: In a 250 ml three-necked flask, under nitrogen, one introduces 3.04 g 1-adamantanol, 10 ml of n-heptane and 63 μl concentrated sulfuric acid. Dropwise, 2.16 ml of acetic anhydride are added and stirring is conducted for 3 hours at room temperature. Dropwise, 540 μl concentrated sulfuric acid are added and one adds portionwise 3.92 g of allyl 2-fluoro-4-hydroxybenzoate. After this addition, one adds 25 ml of dichloromethane and agitates at room temperature for 24 hours. After vacuum drying, the s... Reactants: CON(C(=O)C=1N=CN(C1)C=1C=C(C=CC1)C1=C(C=CC=C1)C#N)C (1-(2′-Cyano-biphenyl-3-yl)-1H-imidazole-4-carboxylic acid methoxy-methyl-amide), BrC1=NC=CC=C1 (2-bromopyridine). Yields the product N1=C(C=CC=C1)C(=O)C=1N=CN(C1)C=1C=C(C=CC1)C=1C(=CC=CC1)C#N (3′-[4-(Pyridine-2-carbonyl)-imidazol-1-yl]-biphenyl-2-carbonitrile). Reaction SMILES: CON(C)[C:4]([C:6]1[N:7]=[CH:8][N:9]([C:11]2[CH:12]=[C:13]([C:17]3[CH:22]=[CH:21][CH:20]=[CH:19][C:18]=3[C:23]#[N:24])[CH:14]=[CH:15][CH:16]=2)[CH:10]=1)=[O:5].Br[C:27]1[CH:32]=[CH:31][CH:30]=[CH:29][N:28]=1>>[N:28]1[CH:29]=[CH:30][CH:31]=[CH:32][C:27]=1[C:4]([C:6]1[N:7]=[CH:8][N:9]([C:11]2[CH:12]=[C:13]([C:17]3[C:18]([C:23]#[N:24])=[CH:19][CH:20]=[CH:21][CH:22]=3)[CH:14]=[CH:15][CH:16]=2)[CH:10]=1)=[O:5]. Procedure details: This compound is prepared by method C using compound 12d and 2-bromopyridine. Starting materials: [H-].[Al+3].[Li+].[H-].[H-].[H-] (lithium aluminum hydride), [H-].[Al+3].[Li+].[H-].[H-].[H-] (lithium aluminum hydride), C1(=CC=CC=C1)C=1OC2=C(C1)C=CC=C2C(=O)O (2-Phenylbenzofuran-7-carboxylic acid), O (water). Solvent: O1CCCC1 (tetrahydrofuran), O1CCCC1 (tetrahydrofuran). Reaction conditions: temperature 70 celsius, time 2 hour. The product is OCC1=CC=CC=2C=C(OC21)C2=CC=CC=C2 (7-hydroxymethyl-2-phenylbenzofuran). Isolated yield 91.4%. RXN SMILES: [C:1]1([C:7]2[O:8][C:9]3[C:15]([C:16](O)=[O:17])=[CH:14][CH:13]=[CH:12][C:10]=3[CH:11]=2)[CH:6]=[CH:5][CH:4]=[CH:3][CH:2]=1.[H-].[Al+3].[Li+].[H-].[H-].[H-].O>O1CCCC1>[OH:17][CH2:16][C:15]1[C:9]2[O:8][C:7]([C:1]3[CH:6]=[CH:5][CH:4]=[CH:3][CH:2]=3)=[CH:11][C:10]=2[CH:12]=[CH:13][CH:14]=1 |f:1.2.3.4.5.6|. Procedure: 2-Phenylbenzofuran-7-carboxylic acid (40 g) is dissolved in tetrahydrofuran (300 ml) and the solution is added dropwise to a suspension of lithium aluminum hydride (19.12 g) in tetrahydrofuran (130 ml) under ice-cooling. After the mixture is stirred at 70° C. for 2 hours, water is added to the mixture to decompose excess lithium aluminum hydride and its complex. Insoluble materials are filtered off, and the filtrate is concentrated under reduced pressure to remove solvent. The residue is dissolv... Run in [H-].[Na+] (sodium hydride), CN(C=O)C (dimethylformamide). Yields the product ClC=1C=CC2=C(C(N=CC(N2C)=O)(C2=CC=CC=C2)OC)C1 (7-chloro-5-methoxy-1-methyl-5-phenyl-1,5-dihydro-2H-1,4-benzodiazepin-2-one). Reactants: ClC=1C=CC2=C(C(N=CC(N2)=O)(C2=CC=CC=C2)OC)C1 (7-chloro-5-methoxy-5-phenyl-1,5-dihydro-2H-1,4-benzodiazepin-2-one), O (water), CI (Methyl iodide), suspension, resultant mixture, C(C)OCC (diethyl ether). Reaction conditions: time 5 minute. Reaction SMILES: [Cl:1][C:2]1[CH:3]=[CH:4][C:5]2[NH:11][C:10](=[O:12])[CH:9]=[N:8][C:7]([O:19][CH3:20])([C:13]3[CH:18]=[CH:17][CH:16]=[CH:15][CH:14]=3)[C:6]=2[CH:21]=1.CI.O.[CH2:25](OCC)C>CN(C)C=O.[H-].[Na+]>[Cl:1][C:2]1[CH:3]=[CH:4][C:5]2[N:11]([CH3:25])[C:10](=[O:12])[CH:9]=[N:8][C:7]([O:19][CH3:20])([C:13]3[CH:18]=[CH:17][CH:16]=[CH:15][CH:14]=3)[C:6]=2[CH:21]=1 |f:5.6|. Procedure: To a solution of 7-chloro-5-methoxy-5-phenyl-1,5-dihydro-2H-1,4-benzodiazepin-2-one (600 mg) in dry dimethylformamide (2 ml), sodium hydride (50% suspension in a mineral oil; 106 mg) is added under ice-cooling, and the resultant mixture is stirred at room temperature for 10 minutes. Methyl iodide (740 mg) is added to the mixture, which is stirred at room temperature for 5 minutes. The reaction mixtute is poured into icy water and shaken with diethyl ether. The organic layer is washed with water,... The reactants are C(C)OC(=O)C=1NC(NC1C)=S (5-methyl-2-thioxo-2,3-dihydro-1H-imidazole-4-carboxylic acid ethyl ester), BrC(C(C)=O)C (3-bromo-2-butanone), O=P(Cl)(Cl)Cl (POCl3). Solvent: CCO (EtOH). Yields the product C(C)OC(=O)C1=C(N=C2SC(=C(N21)C)C)C (2,3,6-trimethyl-imidazo[2,1-b]thiazole-5-carboxylic acid ethyl ester). Reaction SMILES: [CH2:1]([O:3][C:4]([C:6]1[NH:7][C:8](=[S:12])[NH:9][C:10]=1[CH3:11])=[O:5])[CH3:2].Br[CH:14]([CH3:18])[C:15](=O)[CH3:16].O=P(Cl)(Cl)Cl>CCO>[CH2:1]([O:3][C:4]([C:6]1[N:7]2[C:8]([S:12][C:14]([CH3:18])=[C:15]2[CH3:16])=[N:9][C:10]=1[CH3:11])=[O:5])[CH3:2]. Procedure details: A mixture of 5-methyl-2-thioxo-2,3-dihydro-1H-imidazole-4-carboxylic acid ethyl ester (10.7 mmol) and 3-bromo-2-butanone (10.7 mmol) in EtOH (16 mL) is heated at reflux for 3 h. The solvents are removed in vacuo and POCl3 (161 mmol) is added. The mixture is stirred at reflux for 3 h, concentrated in vacuo and diluted with chloroform. Ice water is added and the mixture is neutralized by addition of Na2CO3. The layers are separated and the aq. layer is extracted with chloroform. The combined organ... The reactants are CCCCP(CCCC)CCCC, CC(=O)O, CC(C)OC(=O)N=NC(=O)OC(C)C, C1CCOC1, COc1ccc(-c2ccc(CCC(O)C(CCn3nnc4ccccc4c3=O)C(=O)O)cc2)cn1. Yields the product COc1ccc(-c2ccc(CCC(OC(C)=O)C(CCn3nnc4ccccc4c3=O)C(=O)O)cc2)cn1. As a reaction SMILES: [CH2:50]([P:51]([CH2:52][CH2:53][CH2:54][CH3:55])[CH2:56][CH2:57][CH2:58][CH3:59])[CH2:60][CH2:61][CH3:62].[CH3:63][C:64](=[O:65])[OH:66].[O:1]=[C:2]([O:3][CH:4]([CH3:5])[CH3:6])[N:10]=[N:11][C:12]([O:7][CH:8]([CH3:9])[CH3:13])=[O:14].[O:67]1[CH2:68][CH2:69][CH2:70][CH2:71]1.[OH:15][CH:16]([CH:17]([C:18](=[O:19])[OH:20])[CH2:21][CH2:22][n:23]1[n:24][n:25][c:26]2[c:27]([c:28]1=[O:29])[cH:30][cH:31][cH:32][cH:33]2)[CH2:34][CH2:35][c:36]1[cH:37][cH:38][c:39](-[c:42]2[cH:43][n:44][c:45]([O:48][CH3:49])[cH:46][cH:47]2)[cH:40][cH:41]1>>[O:7]=[C:8]([CH3:9])[O:15][CH:16]([CH:17]([C:18](=[O:19])[OH:20])[CH2:21][CH2:22][n:23]1[n:24][n:25][c:26]2[c:27]([c:28]1=[O:29])[cH:30][cH:31][cH:32][cH:33]2)[CH2:34][CH2:35][c:36]1[cH:37][cH:38][c:39](-[c:42]2[cH:43][n:44][c:45]([O:48][CH3:49])[cH:46][cH:47]2)[cH:40][cH:41]1.